describe an organic reaction: reactants, conditions, products, and yield From a dataset of the Open Reaction Database (ORD), a public repository of structured organic reaction records. The reactants are OC1=C(C=CC(=C1)OC)C(=O)C1=C(N(C2=CC(=CC=C12)OC(F)(F)F)S(=O)(=O)C1=CC=C(C=C1)C)C ((2-Hydroxy-4-methoxyphenyl)[2-methyl-1-[(4-methylphenyl)sulfonyl]-6-(trifluoromethoxy)-1H-indol-3-yl]methanone), Cl.NO (hydroxylamine hydrochloride), NO (hydroxylamine). Solvent: N1=CC=CC=C1 (pyridine). Reaction conditions: temperature 90 celsius. Product: OC1=C(C=CC(=C1)OC)C(=NO)C1=C(N(C2=CC(=CC=C12)OC(F)(F)F)S(=O)(=O)C1=CC=C(C=C1)C)C ((2-Hydroxy-4-methoxyphenyl)[2-methyl-1-[(4-methylphenyl)sulfonyl]-6-(trifluoromethoxy)-1H-indol-3-yl]methanone oxime). Reaction SMILES: [OH:1][C:2]1[CH:7]=[C:6]([O:8][CH3:9])[CH:5]=[CH:4][C:3]=1[C:10]([C:12]1[C:20]2[C:15](=[CH:16][C:17]([O:21][C:22]([F:25])([F:24])[F:23])=[CH:18][CH:19]=2)[N:14]([S:26]([C:29]2[CH:34]=[CH:33][C:32]([CH3:35])=[CH:31][CH:30]=2)(=[O:28])=[O:27])[C:13]=1[CH3:36])=O.Cl.[NH2:38][OH:39].NO>N1C=CC=CC=1>[OH:1][C:2]1[CH:7]=[C:6]([O:8][CH3:9])[CH:5]=[CH:4][C:3]=1[C:10]([C:12]1[C:20]2[C:15](=[CH:16][C:17]([O:21][C:22]([F:25])([F:24])[F:23])=[CH:18][CH:19]=2)[N:14]([S:26]([C:29]2[CH:34]=[CH:33][C:32]([CH3:35])=[CH:31][CH:30]=2)(=[O:28])=[O:27])[C:13]=1[CH3:36])=[N:38][OH:39] |f:1.2|. Procedure details: A solution of 8 (16 mmol), hydroxylamine hydrochloride (10 eq, 11.2 g) and pyridine (270 mL) was heated to 80° C. for 24 hours. Additional hydroxylamine (3 g) was added and the temperature increased to 90° C. After LC analysis confirmed the consumption of starting material, the reaction was cooled and the pyridine removed by rotary evaporation. The residue was dissolved in DCM and washed with water and 1M HCl. The organic layer was dried over Na2SO4 and concentrated. The reaction mixture was pur... Starting materials: COC1=CC=C(C=C1)N1C(OC(C1)CN1CCC(CC1)C1=CC2=C(C=C1)OCO2)=O (3-p-methoxyphenyl-5-[4-(3,4-methylenedioxyphenyl)piperidinomethyl]oxazolidin-2-one), Cl.N1=CC=CC=C1 (pyridine hydrochloride). Conditions: time 3 hour. Product: OC1=CC=C(C=C1)N1C(OC(C1)CN1CCC(CC1)C1=CC2=C(C=C1)OCO2)=O (3-p-hydroxyphenyl-5-[4-(3,4-methylenedioxyphenyl)piperidinomethyl]oxazolidin-2-one). As a reaction SMILES: C[O:2][C:3]1[CH:8]=[CH:7][C:6]([N:9]2[CH2:13][CH:12]([CH2:14][N:15]3[CH2:20][CH2:19][CH:18]([C:21]4[CH:26]=[CH:25][C:24]5[O:27][CH2:28][O:29][C:23]=5[CH:22]=4)[CH2:17][CH2:16]3)[O:11][C:10]2=[O:30])=[CH:5][CH:4]=1.Cl.N1C=CC=CC=1>>[OH:2][C:3]1[CH:4]=[CH:5][C:6]([N:9]2[CH2:13][CH:12]([CH2:14][N:15]3[CH2:20][CH2:19][CH:18]([C:21]4[CH:26]=[CH:25][C:24]5[O:27][CH2:28][O:29][C:23]=5[CH:22]=4)[CH2:17][CH2:16]3)[O:11][C:10]2=[O:30])=[CH:7][CH:8]=1 |f:1.2|. Procedure details: A mixture of 10 g of 3-p-methoxyphenyl-5-[4-(3,4-methylenedioxyphenyl)piperidinomethyl]oxazolidin-2-one and 10 g of pyridine hydrochloride is stirred at 160° for 3 hours. Usual workup gives 3-p-hydroxyphenyl-5-[4-(3,4-methylenedioxyphenyl)piperidinomethyl]oxazolidin-2-one. The product is ClC=1C=C(C=CC1F)NC=1C2=C(N=CN1)N(C(C2=CC2=C(C=C(N2)CCC(=O)O)C)=O)C (3-{5-[4-(3-Chloro-4-fluoro-phenylamino)-7-methyl-6-oxo-6,7-dihydro-pyrrolo[2,3-D]pyrimidin-5-ylidenemethyl]-4-methyl-1H-pyrrol-2-yl}-propionic Acid). Reagents/catalysts: N1CCCCC1 (piperidine). As a reaction SMILES: [Cl:1][C:2]1[CH:3]=[C:4]([NH:9][C:10]2[C:11]3[CH2:18][C:17](=[O:19])[N:16]([CH3:20])[C:12]=3[N:13]=[CH:14][N:15]=2)[CH:5]=[CH:6][C:7]=1[F:8].[CH:21]([C:23]1[CH:24]([CH3:33])[CH:25]=[C:26]([CH2:28][CH2:29][C:30]([OH:32])=[O:31])[N:27]=1)=O>N1CCCCC1.C(O)C>[Cl:1][C:2]1[CH:3]=[C:4]([NH:9][C:10]2[C:11]3[C:18](=[CH:21][C:23]4[NH:27][C:26]([CH2:28][CH2:29][C:30]([OH:32])=[O:31])=[CH:25][C:24]=4[CH3:33])[C:17](=[O:19])[N:16]([CH3:20])[C:12]=3[N:13]=[CH:14][N:15]=2)[CH:5]=[CH:6][C:7]=1[F:8]. Solvent: C(C)O (ethanol). Yield: 20.0%. Procedure details: 4-(3-Chloro-4-fluoro-phenylamino)-7-methyl-5,7-dihydro-pyrrolo[2,3-d]pyrimidin-6-one (100 mg, 0.34 mmol) was condensed with 3-(5-formyl-4-methyl-4H-pyrrol-2-yl)-propionic acid (62 mg, 0.41 mmol) and piperidine (2 drops) in ethanol (3 mL) stirred at 80° C. for 2 hours to give 31 mg (20%) of the title compound. 1H NMR (360 MHz, DMSO-d6) δ 13.14 (br s, 1H, NH), 9.14 (s, 1H), 8.34 (s, 1H), 7.69 (m, 1H), 7.30-7.40 (m, 3H), 6.08 (s, 1H), 3.32 (s, 3H, CH3), 2.89 (m, 2H, CH2), 2.53 (m, 2H, CH2), 2.16 (s... Run at temperature 80 celsius, time 2 hour. Starting materials: C(=O)C=1C(C=C(N1)CCC(=O)O)C (3-(5-formyl-4-methyl-4H-pyrrol-2-yl)-propionic acid), ClC=1C=C(C=CC1F)NC=1C2=C(N=CN1)N(C(C2)=O)C (4-(3-Chloro-4-fluoro-phenylamino)-7-methyl-5,7-dihydro-pyrrolo[2,3-d]pyrimidin-6-one).